From a dataset of the Open Reaction Database (ORD), a public repository of structured organic reaction records. describe an organic reaction: reactants, conditions, products, and yield Reaction SMILES: [C:14]([CH3:15])(=[O:16])[N:17]1[CH2:18][CH:19]([CH2:29][CH2:30][C:31](=[O:32])[O:33][CH2:34][CH3:35])[c:20]2[c:21]([CH3:28])[c:22]([Br:27])[c:23]([CH3:26])[cH:24][c:25]21.[C:1]([OH:2])(=[O:3])[CH3:4].[OH2:36].[OH:10][N+:11]([O-:12])=[O:13].[S:5](=[O:6])(=[O:7])([OH:8])[OH:9]>>[O-:10][N+:11](=[O:13])[c:24]1[c:23]([CH3:26])[c:22]([Br:27])[c:21]([CH3:28])[c:20]2[c:25]1[N:17]([C:14]([CH3:15])=[O:16])[CH2:18][CH:19]2[CH2:29][CH2:30][C:31](=[O:32])[O:33][CH2:34][CH3:35]. Starting materials: CCOC(=O)CCC1CN(C(C)=O)c2cc(C)c(Br)c(C)c21, CC(=O)O, O, O=[N+]([O-])O, O=S(=O)(O)O. The product is CCOC(=O)CCC1CN(C(C)=O)c2c1c(C)c(Br)c(C)c2[N+](=O)[O-]. Reactants: C(Br)(Br)(Br)Br (Carbon tetrabromide), BrC1=CC=CC(=N1)CO ((6-bromo-pyridin-2-yl)methanol), C1=CC=C(C=C1)P(C2=CC=CC=C2)C3=CC=CC=C3 (PPh3). Solvent: ClCCl (dichloromethane). Run at temperature 0 celsius, time 2 hour. Product: BrC1=NC(=CC=C1)CBr (2-Bromo-6-bromomethyl-pyridin). RXN SMILES: [C:1]([Br:5])(Br)(Br)Br.[Br:6][C:7]1[N:12]=[C:11](CO)[CH:10]=[CH:9][CH:8]=1.C1C=CC(P(C2C=CC=CC=2)C2C=CC=CC=2)=CC=1>ClCCl>[Br:6][C:7]1[CH:8]=[CH:9][CH:10]=[C:11]([CH2:1][Br:5])[N:12]=1. Procedure details: Carbon tetrabromide (12.90 g, 38.88 mmol) was added in four portions to a solution of (6-bromo-pyridin-2-yl)methanol (5.00 g, 29.91 mmol) and PPh3 (8.24 g, 31.40 mmol) in dichloromethane (50 ml) at 0° C. The resulting solution was stirred 2 hours at 0° C. Solvent was removed under reduced pressure. The title compound was obtained by column chromatography. Spectroscopic data: 1H NMR (300 MHz, Acetone-d6) δ 4.66 (s, 2H) 7.57-7.60 (m, 2H) 7.76 (t, J=7.42 Hz, 1H). The product is CCOC(=O)c1[nH]c(-c2ccccc2)c(C)c1N. Starting materials: CC(=O)O, CO, CCOC(=O)c1[nH]c(-c2ccccc2)cc1N. RXN SMILES: [CH3:18][C:19](=[O:20])[OH:21].[CH3:22][OH:23].[NH2:1][c:2]1[c:3]([C:13](=[O:14])[O:15][CH2:16][CH3:17])[nH:4][c:5](-[c:7]2[cH:8][cH:9][cH:10][cH:11][cH:12]2)[cH:6]1>>[NH2:1][c:2]1[c:3]([C:13](=[O:14])[O:15][CH2:16][CH3:17])[nH:4][c:5](-[c:7]2[cH:8][cH:9][cH:10][cH:11][cH:12]2)[c:6]1[CH3:18]. Reaction SMILES: [N:24](=[C:25]=[S:26])[c:27]1[c:28]([CH3:39])[cH:29][c:30]([N:33]2[CH2:34][CH2:35][O:36][CH2:37][CH2:38]2)[cH:31][cH:32]1.[NH2:1][CH:2]1[C:3](=[O:23])[N:4]([CH3:22])[c:5]2[c:6]([cH:17][c:18]([Cl:21])[cH:19][cH:20]2)[C:7]([c:9]2[n:10][c:11]([O:15][CH3:16])[cH:12][cH:13][cH:14]2)=[N:8]1>>[NH:1]([CH:2]1[C:3](=[O:23])[N:4]([CH3:22])[c:5]2[c:6]([cH:17][c:18]([Cl:21])[cH:19][cH:20]2)[C:7]([c:9]2[n:10][c:11]([O:15][CH3:16])[cH:12][cH:13][cH:14]2)=[N:8]1)[C:25]([NH:24][c:27]1[c:28]([CH3:39])[cH:29][c:30]([N:33]2[CH2:34][CH2:35][O:36][CH2:37][CH2:38]2)[cH:31][cH:32]1)=[S:26]. The product is COc1cccc(C2=NC(NC(=S)Nc3ccc(N4CCOCC4)cc3C)C(=O)N(C)c3ccc(Cl)cc32)n1. Reactants: Cc1cc(N2CCOCC2)ccc1N=C=S, COc1cccc(C2=NC(N)C(=O)N(C)c3ccc(Cl)cc32)n1. The reactants are C([O-])(O)=O.[Na+] (sodium bicarbonate), C(C1=CC=CC=C1)=NSC=1C(=NC=CN1)Cl (N-benzylidene-2-chloropyrazine-3-sulfenamide), ClC1=CC(=CC=C1)C(=O)OO (m-chloroperbenzoic acid). The solvent is C(Cl)(Cl)Cl (chloroform), C(Cl)(Cl)Cl (chloroform). Reaction conditions: temperature 0 celsius, time 15 hour. Yields the product C(C1=CC=CC=C1)=NS(=O)C=1C(=NC=CN1)Cl (N-benzylidene-2-chloropyrazine-3-sulfinamide). Reaction SMILES: [CH:1](=[N:8][S:9][C:10]1[C:11]([Cl:16])=[N:12][CH:13]=[CH:14][N:15]=1)[C:2]1[CH:7]=[CH:6][CH:5]=[CH:4][CH:3]=1.C(=O)(O)[O-:18].[Na+].ClC1C=CC=C(C(OO)=O)C=1>C(Cl)(Cl)Cl>[CH:1](=[N:8][S:9]([C:10]1[C:11]([Cl:16])=[N:12][CH:13]=[CH:14][N:15]=1)=[O:18])[C:2]1[CH:7]=[CH:6][CH:5]=[CH:4][CH:3]=1 |f:1.2|. Reported procedure: 1.25 grams (0.005 mole) of N-benzylidene-2-chloropyrazine-3-sulfenamide in 25 milliliters of chloroform was added to a rapidly stirring mixture of 0.69 gram (0.25 millimole) of sodium bicarbonate and the resulting mixture cooled to 0° C. To the cooled solution, a solution of gram (5.5 millimole) of m-chloroperbenzoic acid in 25 milliliter of chloroform was added dropwise over a 15 minute period. After completion of the addition, stirring was continued for 15 hours. At the end of this period, chl...